This data is from the Open Reaction Database (ORD), a public repository of structured organic reaction records. The task is: describe an organic reaction: reactants, conditions, products, and yield The reactants are NC1=C2C(N(C(C2=CC=C1)=O)C1C(NC(CC1)=O)=O)=O (4-amino-2-(2,6-dioxo(3-piperidyl))isoindoline-1,3-dione), C(C)(=O)OCC (ethyl acetate). The product is C(C1=CC=CC=C1)OC(NCCCCCC(NC1=C2C(N(C(C2=CC=C1)=O)C1C(NC(CC1)=O)=O)=O)=O)=O ({5-[2-(2,6-Dioxo-piperidin-3-yl)-1,3-dioxo-2,3-dihydro-1H-isoindol-4-ylcarbamoyl]-pentyl}-carbamic acid benzyl ester). Yield: 48.0%. As a reaction SMILES: [NH2:1][C:2]1[CH:10]=[CH:9][CH:8]=[C:7]2[C:3]=1[C:4](=[O:20])[N:5]([CH:12]1[CH2:17][CH2:16][C:15](=[O:18])[NH:14][C:13]1=[O:19])[C:6]2=[O:11].[C:21]([O:24][CH2:25][CH3:26])(=[O:23])C>>[CH2:25]([O:24][C:21](=[O:23])[NH:1][CH2:2][CH2:10][CH2:9][CH2:8][CH2:7][C:6](=[O:11])[NH:1][C:2]1[CH:10]=[CH:9][CH:8]=[C:7]2[C:3]=1[C:4](=[O:20])[N:5]([CH:12]1[CH2:17][CH2:16][C:15](=[O:18])[NH:14][C:13]1=[O:19])[C:6]2=[O:11])[C:26]1[CH:15]=[CH:16][CH:17]=[CH:12][CH:13]=1. Procedure: A solution of 6-benzyloxycarbonylamino-hexanoic acid(2.65 g, 10 mmol) in thionyl chloride (15 ml) was heated to reflux 1 h. The reaction mixture was allowed to cool to room temperature and the solvent was evaporated in vacuo to give (5-chlorocarbonyl-pentyl)-carbamic acid benzyl ester as tan oil. The oil was used without further purification. (5-Chlorocarbonyl-pentyl)-carbamic acid benzyl ester was dissolved in THF (50 ml). To this solution was added 4-amino-2-(2,6-dioxo(3-piperidyl))isoindoline... Reactants: C(CCC)[Sn](CCCC)=O (dibutyltin oxide), C(CCCCC(C)C)C(C(=O)[O-])S (isooctylthioglycolate). Run at temperature 110 celsius. The product is C(CCCCC(C)C)C(C(=O)[O-])S.C(CCCCC(C)C)C(C(=O)[O-])S.C(CCC)[Sn+2]CCCC (dibutyltin bis(isooctylthioglycolate)). Isolated yield 102.6%. As a reaction SMILES: [CH2:1]([Sn:5](=O)[CH2:6][CH2:7][CH2:8][CH3:9])[CH2:2][CH2:3][CH3:4].[CH2:11]([CH:19]([SH:23])[C:20]([O-:22])=[O:21])[CH2:12][CH2:13][CH2:14][CH2:15][CH:16]([CH3:18])[CH3:17]>>[CH2:11]([CH:19]([SH:23])[C:20]([O-:22])=[O:21])[CH2:12][CH2:13][CH2:14][CH2:15][CH:16]([CH3:17])[CH3:18].[CH2:11]([CH:19]([SH:23])[C:20]([O-:22])=[O:21])[CH2:12][CH2:13][CH2:14][CH2:15][CH:16]([CH3:17])[CH3:18].[CH2:1]([Sn+2:5][CH2:6][CH2:7][CH2:8][CH3:9])[CH2:2][CH2:3][CH3:4] |f:2.3.4|. Reported procedure: A suitable reactor was charged with 248.7 grams (1.0 mole) of dibutyltin oxide and 425.4 grams (2.05 moles) of isooctylthioglycolate of commercial purity. The reaction mixture was heated under vacuum, with agitation, to about 110° C. while distilling off water of reaction. On cooling and filtering, 656.1 grams of dibutyltin bis(isooctylthioglycolate) was obtained as an oily liquid. Starting materials: Cl.N1CCC(CC1)NC(=O)C1=CNC2=C1N=CN=C2C2=C(C=CC=1OCOC12)OCC1CC1 (4-(5-cyclopropylmethoxy-1,3-benzodioxol-4-yl)-5H-pyrrolo[3,2-d]pyrimidine-7-carboxylic acid piperidin-4-ylamide hydrochloride), C1(CC1)C(=O)Cl (cyclopropanecarbonyl chloride). The product is C1(CC1)C(=O)N1CCC(CC1)NC(=O)C1=CNC2=C1N=CN=C2C2=C(C=CC=1OCOC12)OCC1CC1 (4-(5-Cyclopropylmethoxy-benzo[1,3]dioxol-4-yl)-5H-pyrrolo[3,2-d]pyrimidine-7-carboxylic acid [1-(1-cyclopropyl-methanoyl)-piperidin-4-yl]amide). RXN SMILES: Cl.[NH:2]1[CH2:7][CH2:6][CH:5]([NH:8][C:9]([C:11]2[C:15]3[N:16]=[CH:17][N:18]=[C:19]([C:20]4[C:28]5[O:27][CH2:26][O:25][C:24]=5[CH:23]=[CH:22][C:21]=4[O:29][CH2:30][CH:31]4[CH2:33][CH2:32]4)[C:14]=3[NH:13][CH:12]=2)=[O:10])[CH2:4][CH2:3]1.[CH:34]1([C:37](Cl)=[O:38])[CH2:36][CH2:35]1>>[CH:34]1([C:37]([N:2]2[CH2:7][CH2:6][CH:5]([NH:8][C:9]([C:11]3[C:15]4[N:16]=[CH:17][N:18]=[C:19]([C:20]5[C:28]6[O:27][CH2:26][O:25][C:24]=6[CH:23]=[CH:22][C:21]=5[O:29][CH2:30][CH:31]5[CH2:32][CH2:33]5)[C:14]=4[NH:13][CH:12]=3)=[O:10])[CH2:4][CH2:3]2)=[O:38])[CH2:36][CH2:35]1 |f:0.1|. Procedure details: Starting from 4-(5-cyclopropylmethoxy-1,3-benzodioxol-4-yl)-5H-pyrrolo[3,2-d]pyrimidine-7-carboxylic acid piperidin-4-ylamide hydrochloride (example A138) and cyclopropanecarbonyl chloride the title compound is obtained as colorless solid.